Dataset: the Open Reaction Database (ORD), a public repository of structured organic reaction records. Task: describe an organic reaction: reactants, conditions, products, and yield The reactants are C[Si]([N-][Si](C)(C)C)(C)C.[Li+] (lithium hexamethyldisilazide), O1CCCC1 (tetrahydrofuran), ClC1=C(C(N(C=2N=CN(C(C21)=O)C[C@H]2OC(OC2)(C)C)C)=O)F ((R)-5-chloro-3-((2,2-dimethyl-1,3-dioxolan-4-yl)methyl)-6-fluoro-8-methylpyrido[2,3-d]pyrimidine-4,7(3H,8H)-dione), FC1=C(N)C=CC(=C1)I (2-fluoro-4-iodoaniline), O1CCCC1 (tetrahydrofuran), C(C)(=O)OC(C)C (isopropyl acetate). The product is CC1(OC[C@H](O1)CN1C=NC2=C(C1=O)C(=C(C(N2C)=O)F)NC2=C(C=C(C=C2)I)F)C ((R)-3-((2,2-Dimethyl-1,3-dioxolan-4-yl)methyl)-6-fluoro-5-(2-fluoro-4-iodophenylamino)-8-methylpyrido[2,3-d]pyrimidine-4,7(3H,8H)-dione). Solvent: C(Cl)Cl (methylene chloride), O (water). Procedure details: Combine (R)-5-chloro-3-((2,2-dimethyl-1,3-dioxolan-4-yl)methyl)-6-fluoro-8-methylpyrido[2,3-d]pyrimidine-4,7(3H,8H)-dione (4.00 g, 11.6 mmol), 2-fluoro-4-iodoaniline (2.76 g, 11.6 mmol) and tetrahydrofuran (16.0 mL, 197 mmol). Cool to 0° C. to 5° C. in an ice bath, add 1.0 M lithium hexamethyldisilazide in tetrahydrofuran (23.3 mL, 23.3 mmol) while keeping the temperature below 10° C. Agitate in an ice bath for no less than 30 min and then warm to ambient temperature and stir overnight. Add wate... As a reaction SMILES: Cl[C:2]1[C:11]2[C:10](=[O:12])[N:9]([CH2:13][C@@H:14]3[CH2:18][O:17][C:16]([CH3:20])([CH3:19])[O:15]3)[CH:8]=[N:7][C:6]=2[N:5]([CH3:21])[C:4](=[O:22])[C:3]=1[F:23].[F:24][C:25]1[CH:31]=[C:30]([I:32])[CH:29]=[CH:28][C:26]=1[NH2:27].O1CCCC1.C[Si](C)(C)[N-][Si](C)(C)C.[Li+].C(OC(C)C)(=O)C>C(Cl)Cl.O>[CH3:19][C:16]1([CH3:20])[O:15][C@H:14]([CH2:13][N:9]2[C:10](=[O:12])[C:11]3[C:2]([NH:27][C:26]4[CH:28]=[CH:29][C:30]([I:32])=[CH:31][C:25]=4[F:24])=[C:3]([F:23])[C:4](=[O:22])[N:5]([CH3:21])[C:6]=3[N:7]=[CH:8]2)[CH2:18][O:17]1 |f:3.4|. The reactants are S(=O)(Cl)Cl (thionyl chloride), Cl.NC1(CCC(CC1)(COC)OC)C(=O)O (1-Amino-4-methoxy-4-(methoxymethyl)cyclohexanecarboxylic acid hydrochloride), CO (methanol). Run at temperature 40 celsius, time 8 hour. The product is NC1(CCC(CC1)(COC)OC)C(=O)OC (Methyl 1-amino-4-methoxy-4-(methoxymethyl)cyclohexanecarboxylate). Reaction SMILES: S(Cl)(Cl)=O.Cl.[NH2:6][C:7]1([C:18]([OH:20])=[O:19])[CH2:12][CH2:11][C:10]([O:16][CH3:17])([CH2:13][O:14][CH3:15])[CH2:9][CH2:8]1.[CH3:21]O>>[NH2:6][C:7]1([C:18]([O:20][CH3:21])=[O:19])[CH2:12][CH2:11][C:10]([O:16][CH3:17])([CH2:13][O:14][CH3:15])[CH2:9][CH2:8]1 |f:1.2|. Reported procedure: At 0° C., 4.1 ml (55.60 mmol) of thionyl chloride were added dropwise to 4.70 g of the compound from Example 20A in 50 ml of methanol. The mixture was stirred at 0° C. for 0.5 hours and at 40° C. overnight. After cooling, the mixture was concentrated, the residue was taken up in ethyl acetate and washed with saturated aqueous sodium bicarbonate solution, the aqueous phase was extracted repeatedly with ethyl acetate and the combined organic phases were dried over sodium sulphate, filtered and con... Starting materials: CS(C)=O, OCCC1CC1C1CCN(c2ncc(Cl)cn2)CC1, O=C(Cl)C(=O)Cl, ClCCl, O. Product: O=CCC1CC1C1CCN(c2ncc(Cl)cn2)CC1. Reaction SMILES: [CH3:7][S:8]([CH3:9])=[O:10].[Cl:11][c:12]1[cH:13][n:14][c:15]([N:18]2[CH2:19][CH2:20][CH:21]([CH:24]3[CH:25]([CH2:27][CH2:28][OH:29])[CH2:26]3)[CH2:22][CH2:23]2)[n:16][cH:17]1.[Cl:1][C:2]([C:3]([Cl:4])=[O:5])=[O:6].[Cl:30][CH2:31][Cl:32].[OH2:33]>>[Cl:11][c:12]1[cH:13][n:14][c:15]([N:18]2[CH2:19][CH2:20][CH:21]([CH:24]3[CH:25]([CH2:27][CH:28]=[O:29])[CH2:26]3)[CH2:22][CH2:23]2)[n:16][cH:17]1. Starting materials: C(C1=CC=CC=C1)=O (Benzaldehyde), COC(=O)C(N=P(C1=CC=CC=C1)(C1=CC=CC=C1)C1=CC=CC=C1)=CC=CC1=CC=C(C=C1)C(C)C (3-Methoxycarbonyl-1,1,1-triphenyl-6-(4-isopropylphenyl)-2-aza-1λ5-phosphahexa-1,3,5-triene), COC(=O)C(N=P(C1=CC=CC=C1)(C1=CC=CC=C1)C1=CC=CC=C1)=CC=CC1=CC=C(C=C1)C(C)C (3-Methoxycarbonyl-1,1,1-triphenyl-6-(4-isopropylphenyl)-2-aza-1λ5-phosphahexa-1,3,5-triene). Run in C(C)#N (acetonitrile). Yields the product C(C)(C)C1=CC=C(C=C1)C=1C=CC(=NC1C1=CC=CC=C1)C(=O)OC (Methyl 5-(4-Isopropyl-phenyl)-6-phenyl-pyridine-2-carboxylate). Reaction SMILES: [CH:1](=O)[C:2]1[CH:7]=[CH:6][CH:5]=[CH:4][CH:3]=1.[CH3:9][O:10][C:11]([C:13](=[CH:34][CH:35]=[CH:36][C:37]1[CH:42]=[CH:41][C:40]([CH:43]([CH3:45])[CH3:44])=[CH:39][CH:38]=1)[N:14]=P(C1C=CC=CC=1)(C1C=CC=CC=1)C1C=CC=CC=1)=[O:12]>C(#N)C>[CH:43]([C:40]1[CH:39]=[CH:38][C:37]([C:36]2[CH:35]=[CH:34][C:13]([C:11]([O:10][CH3:9])=[O:12])=[N:14][C:1]=2[C:2]2[CH:7]=[CH:6][CH:5]=[CH:4][CH:3]=2)=[CH:42][CH:41]=1)([CH3:44])[CH3:45]. Procedure: Following General Procedure K, Benzaldehyde (0.48 g, 4.6 mmol) and 3-Methoxycarbonyl-1,1,1-triphenyl-6-(4-isopropylphenyl)-2-aza-1λ5-phosphahexa-1,3,5-triene (Compound 112, 2.3 g, 4.6 mmol) in dry acetonitrile (100 ml) were reacted to produce the title compound as a yellow solid. The reactants are [Al+3], [Al+3], [Cl-], [Cl-], [Cl-], [H-], [H-], [H-], [H-], [Li+], [Na+], C1CCOC1, [OH-], O, O=C(CC1CCC(c2c[nH]c3ccccc23)CC1)N1CCN(c2ccccn2)CC1. The product is c1ccc(N2CCN(CCC3CCC(c4c[nH]c5ccccc45)CC3)CC2)nc1. RXN SMILES: [Al+3:2].[Al+3:8].[Cl-:10].[Cl-:7].[Cl-:9].[H-:1].[H-:4].[H-:5].[H-:6].[Li+:3].[Na+:42].[O:43]1[CH2:44][CH2:45][CH2:46][CH2:47]1.[OH-:41].[OH2:48].[nH:11]1[cH:12][c:13]([CH:20]2[CH2:21][CH2:22][CH:23]([CH2:26][C:27](=[O:28])[N:29]3[CH2:30][CH2:31][N:32]([c:35]4[n:36][cH:37][cH:38][cH:39][cH:40]4)[CH2:33][CH2:34]3)[CH2:24][CH2:25]2)[c:14]2[cH:15][cH:16][cH:17][cH:18][c:19]12>>[nH:11]1[cH:12][c:13]([CH:20]2[CH2:21][CH2:22][CH:23]([CH2:26][CH2:27][N:29]3[CH2:30][CH2:31][N:32]([c:35]4[n:36][cH:37][cH:38][cH:39][cH:40]4)[CH2:33][CH2:34]3)[CH2:24][CH2:25]2)[c:14]2[cH:15][cH:16][cH:17][cH:18][c:19]12. Reactants: CC(=O)O, CC(=O)O[BH-](OC(C)=O)OC(C)=O, NCc1ccc(C(=O)Nc2ccc(Cl)c(-c3ccccn3)c2)cc1, [Na+], CN(C)C=O. The product is CN(C)Cc1ccc(C(=O)Nc2ccc(Cl)c(-c3ccccn3)c2)cc1. As a reaction SMILES: [C:25]([OH:26])(=[O:27])[CH3:28].[C:29]([O:30][BH-:31]([O:32][C:33](=[O:34])[CH3:35])[O:36][C:37](=[O:38])[CH3:39])(=[O:40])[CH3:41].[NH2:1][CH2:2][c:3]1[cH:4][cH:5][c:6]([C:7](=[O:8])[NH:9][c:10]2[cH:11][c:12](-[c:17]3[n:18][cH:19][cH:20][cH:21][cH:22]3)[c:13]([Cl:16])[cH:14][cH:15]2)[cH:23][cH:24]1.[Na+:42].[O:43]=[CH:44][N:45]([CH3:46])[CH3:47]>>[c:3]1([CH2:44][N:45]([CH3:46])[CH3:47])[cH:4][cH:5][c:6]([C:7](=[O:8])[NH:9][c:10]2[cH:11][c:12](-[c:17]3[n:18][cH:19][cH:20][cH:21][cH:22]3)[c:13]([Cl:16])[cH:14][cH:15]2)[cH:23][cH:24]1.